This data is from the Open Reaction Database (ORD), a public repository of structured organic reaction records. The task is: describe an organic reaction: reactants, conditions, products, and yield The reactants are CN(C=CC(=O)C1=CN=C(N1C(C)C)COC)C (5-(3-Dimethylaminoprop-2-en-1-oyl)-1-isopropyl-2-methoxymethylimidazole), C(O)(O)=O.C1(=CC=CC=C1)NC(=N)N (phenylguanidine hydrogen carbonate), C[O-].[Na+] (sodium methoxide). The solvent is CC(=O)N(C)C (DMA). Run at temperature 110 celsius. Yields the product N(C1=CC=CC=C1)C1=NC=CC(=N1)C1=CN=C(N1C(C)C)COC (2-Anilino-4-(1-isopropyl-2-methoxymethylimidazol-5-yl)pyrimidine). RXN SMILES: CN(C)[CH:3]=[CH:4][C:5]([C:7]1[N:11]([CH:12]([CH3:14])[CH3:13])[C:10]([CH2:15][O:16][CH3:17])=[N:9][CH:8]=1)=O.C(=O)(O)O.[C:23]1([NH:29][C:30]([NH2:32])=[NH:31])[CH:28]=[CH:27][CH:26]=[CH:25][CH:24]=1.C[O-].[Na+]>CC(N(C)C)=O>[NH:29]([C:30]1[N:32]=[C:5]([C:7]2[N:11]([CH:12]([CH3:14])[CH3:13])[C:10]([CH2:15][O:16][CH3:17])=[N:9][CH:8]=2)[CH:4]=[CH:3][N:31]=1)[C:23]1[CH:28]=[CH:27][CH:26]=[CH:25][CH:24]=1 |f:1.2,3.4|. Procedure: 5-(3-Dimethylaminoprop-2-en-1-oyl)-1-isopropyl-2-methoxymethylimidazole (Method 50; 1.26 g, 5 mmol), phenylguanidine hydrogen carbonate (1.09 g, 5.5 mmol) and sodium methoxide (594 mg, 11 mmol) were suspended in anhydrous DMA (10 ml) and the mixture heated at 110° C. for 3 hours. The volatiles were evaporated in vacuo the residues was suspended in water (50 ml). The solution was extracted DCM (3×50 ml). The combined extracts were washed with water (50 ml) and then brine (50 ml), dried and the vo... Reactants: O=C=Nc1ccc(Br)cc1, ClCCl, CN1CCN(C(=O)c2ccc(N)cc2)CC1. The product is CN1CCN(C(=O)c2ccc(NC(=O)Nc3ccc(Br)cc3)cc2)CC1. RXN SMILES: [Br:17][c:18]1[cH:19][cH:20][c:21]([N:24]=[C:25]=[O:26])[cH:22][cH:23]1.[Cl:27][CH2:28][Cl:29].[NH2:1][c:2]1[cH:3][cH:4][c:5]([C:8](=[O:9])[N:10]2[CH2:11][CH2:12][N:13]([CH3:16])[CH2:14][CH2:15]2)[cH:6][cH:7]1>>[NH:1]([c:2]1[cH:3][cH:4][c:5]([C:8](=[O:9])[N:10]2[CH2:11][CH2:12][N:13]([CH3:16])[CH2:14][CH2:15]2)[cH:6][cH:7]1)[C:25]([NH:24][c:21]1[cH:20][cH:19][c:18]([Br:17])[cH:23][cH:22]1)=[O:26]. Reactants: CC(C)(C)Oc1cncc(CCN2CCCC(COc3ccccc3F)C2)n1, O=C([O-])O, CCOC(C)=O, CCOC(C)=O, ClCCl, Cl, [Na+]. The product is O=c1cncc(CCN2CCCC(COc3ccccc3F)C2)[nH]1. Reaction SMILES: [C:1]([CH3:2])([CH3:3])([CH3:4])[O:5][c:6]1[n:7][c:8]([CH2:12][CH2:13][N:14]2[CH2:15][CH:16]([CH2:20][O:21][c:22]3[c:23]([F:28])[cH:24][cH:25][cH:26][cH:27]3)[CH2:17][CH2:18][CH2:19]2)[cH:9][n:10][cH:11]1.[C:29](=[O:30])([OH:31])[O-:32].[C:43]([O:44][CH2:45][CH3:46])(=[O:47])[CH3:48].[CH3:37][CH2:38][O:39][C:40](=[O:41])[CH3:42].[Cl:34][CH2:35][Cl:36].[ClH:49].[Na+:33]>>[O:5]=[c:6]1[nH:7][c:8]([CH2:12][CH2:13][N:14]2[CH2:15][CH:16]([CH2:20][O:21][c:22]3[c:23]([F:28])[cH:24][cH:25][cH:26][cH:27]3)[CH2:17][CH2:18][CH2:19]2)[cH:9][n:10][cH:11]1. Reported procedure: Following a procedure analogous to that for the synthesis of Example 91, 2-(4-chloro-3-(dipropylamino)-5-methyl-1H-pyrazol-1-yl)-5-(8-chloronaphthalen-2-ylsulfonylcarbamoyl)benzoic acid (Intermediate 193B, 50 mg, 0.083 mmol) and (S)-3-(azidomethyl)-1,2,3,4-tetrahydroisoquinoline (Intermediate 92A, 17 mg, 0.091 mmol) were converted to the title compound. 1H NMR (CDCl3, 2:1 mixture of amide rotamers) δ 9.15 (s, 1H), 8.27-8.13 (m, 1.5H), 8.07-7.80 (m, 2H), 7.72 (d, J=7.5 Hz, 1.5H), 7.61-7.51 (m, 1H... Reactants: ClC=1C(=NN(C1C)C1=C(C(=O)O)C=C(C=C1)C(NS(=O)(=O)C1=CC2=C(C=CC=C2C=C1)Cl)=O)N(CCC)CCC (2-(4-chloro-3-(dipropylamino)-5-methyl-1H-pyrazol-1-yl)-5-(8-chloronaphthalen-2-ylsulfonylcarbamoyl)benzoic acid), ClC=1C(=NN(C1C)C1=C(C(=O)O)C=C(C=C1)C(NS(=O)(=O)C1=CC2=C(C=CC=C2C=C1)Cl)=O)N(CCC)CCC (2-(4-chloro-3-(dipropylamino)-5-methyl-1H-pyrazol-1-yl)-5-(8-chloronaphthalen-2-ylsulfonylcarbamoyl)benzoic acid), N(=[N+]=[N-])C[C@H]1NCC2=CC=CC=C2C1 ((S)-3-(azidomethyl)-1,2,3,4-tetrahydroisoquinoline), N(=[N+]=[N-])C[C@H]1NCC2=CC=CC=C2C1 ((S)-3-(azidomethyl)-1,2,3,4-tetrahydroisoquinoline). Reaction SMILES: [Cl:1][C:2]1[C:3]([N:34]([CH2:38][CH2:39][CH3:40])[CH2:35][CH2:36][CH3:37])=[N:4][N:5]([C:8]2[CH:16]=[CH:15][C:14]([C:17](=[O:33])[NH:18][S:19]([C:22]3[CH:31]=[CH:30][C:29]4[C:24](=[C:25]([Cl:32])[CH:26]=[CH:27][CH:28]=4)[CH:23]=3)(=[O:21])=[O:20])=[CH:13][C:9]=2[C:10](O)=[O:11])[C:6]=1[CH3:7].[N:41]([CH2:44][C@@H:45]1[CH2:54][C:53]2[C:48](=[CH:49][CH:50]=[CH:51][CH:52]=2)[CH2:47][NH:46]1)=[N+:42]=[N-:43]>>[N:41]([CH2:44][C@@H:45]1[CH2:54][C:53]2[C:48](=[CH:49][CH:50]=[CH:51][CH:52]=2)[CH2:47][N:46]1[C:10]([C:9]1[CH:13]=[C:14]([CH:15]=[CH:16][C:8]=1[N:5]1[C:6]([CH3:7])=[C:2]([Cl:1])[C:3]([N:34]([CH2:38][CH2:39][CH3:40])[CH2:35][CH2:36][CH3:37])=[N:4]1)[C:17]([NH:18][S:19]([C:22]1[CH:31]=[CH:30][C:29]2[C:24](=[C:25]([Cl:32])[CH:26]=[CH:27][CH:28]=2)[CH:23]=1)(=[O:21])=[O:20])=[O:33])=[O:11])=[N+:42]=[N-:43]. The product is N(=[N+]=[N-])C[C@H]1N(CC2=CC=CC=C2C1)C(=O)C=1C=C(C(=O)NS(=O)(=O)C2=CC3=C(C=CC=C3C=C2)Cl)C=CC1N1N=C(C(=C1C)Cl)N(CCC)CCC (3-((S)-3-(Azidomethyl)-1,2,3,4-tetrahydroisoquinoline-2-carbonyl)-4-(4-chloro-3-(dipropylamino)-5-methyl-1H-pyrazol-1-yl)-N-(8-chloronaphthalen-2-ylsulfonyl)benzamide). Reactants: CS(=O)C (DMSO), C(C(=O)Cl)(=O)Cl (oxalyl chloride), P(=O)(O)(O)[O-].[Na+] (sodium dihydrogenphosphate), FC(C1=CC=C(O1)CO)F (5-difluoromethyl,2-furanmethanol). Solvent: C(Cl)Cl (methylene chloride), C(C)N(CC)CC (triethylamine), C(Cl)Cl (methylene chloride), C(Cl)Cl (methylene chloride), C(Cl)Cl (methylene chloride). Reaction conditions: temperature -60 celsius. Yields the product FC(C1=CC=C(O1)C=O)F (5-difluoromethyl-2-furancarboxaldehyde). Isolated yield 70.4%. As a reaction SMILES: CS(C)=O.C(Cl)(=O)C(Cl)=O.[F:11][CH:12]([F:20])[C:13]1[O:17][C:16]([CH2:18][OH:19])=[CH:15][CH:14]=1.P([O-])(O)(O)=O.[Na+]>C(Cl)Cl.C(N(CC)CC)C>[F:11][CH:12]([F:20])[C:13]1[O:17][C:16]([CH:18]=[O:19])=[CH:15][CH:14]=1 |f:3.4|. Reported procedure: A solution of 6.5 ml of DMSO (dimethyl sulfoxide) and 60 ml of methylene chloride was added at -60° C. under a nitrogen atmosphere to a solution of 3.84 ml of oxalyl chloride and 40 ml of methylene chloride. The reaction mixture was stirred at -60° C. and 3.6 g of 5-difluoromethyl,2-furanmethanol in solution in 30 ml of methylene chloride were added. The mixture was stirred for 2 hours at -60° C. and a solution of 16.1 ml of triethylamine and 30 ml of methylene chloride was added over 15 minutes...